Dataset: the Open Reaction Database (ORD), a public repository of structured organic reaction records. Task: describe an organic reaction: reactants, conditions, products, and yield The reactants are ClCC(=O)C1=CC2=C(NC(O2)=O)C=C1 (6-(2-chloroacetyl)-2(1H)-benzoxazolone), OC1(CCNCC1)C1=CC=CC=C1 (4-hydroxy-4-phenyl-piperidine). Product: OC1(CCN(CC1)CC(O)C1=CC2=C(NC(O2)=O)C=C1)C1=CC=CC=C1 (6-[2-(4-Hydroxy-4-phenylpiperidino)-1-hydroxyethyl]-2(3H)-benzoxazolone). Yield: 25.0%. Reaction SMILES: Cl[CH2:2][C:3]([C:5]1[CH:14]=[CH:13][C:8]2[NH:9][C:10](=[O:12])[O:11][C:7]=2[CH:6]=1)=[O:4].[OH:15][C:16]1([C:22]2[CH:27]=[CH:26][CH:25]=[CH:24][CH:23]=2)[CH2:21][CH2:20][NH:19][CH2:18][CH2:17]1>>[OH:15][C:16]1([C:22]2[CH:27]=[CH:26][CH:25]=[CH:24][CH:23]=2)[CH2:21][CH2:20][N:19]([CH2:2][CH:3]([C:5]2[CH:14]=[CH:13][C:8]3[NH:9][C:10](=[O:12])[O:11][C:7]=3[CH:6]=2)[OH:4])[CH2:18][CH2:17]1. Reported procedure: By the procedures of Examples 8 and 2, 6-(2-chloroacetyl)-2(1H)-benzoxazolone and 4-hydroxy-4-phenyl-piperidine were converted to present title product in 25% yield after recrystallization from ethanol/ether; m.p. 175°-177° C. NMR (methanol-d4) 7.51 (dd, J=1.5, 8.5 Hz, 2H), 7.35-7.29 (m, 3H), 7.24-7.19 (m, 2H), 7.05 (d, J=8 Hz, 1H), 4.94-4.90 (m, 1H--becomes dd J=3, 8.5 Hz with D2O wash), 2.96-2.90 (m, 2H), 2.80-2.57 (m, 4H), 2.19 (dq, J=4.5, 13 Hz, 2H), 1.74 (br d, J=14.5 Hz, 2H). IR(KBr) 3320,... Reactants: N1(N=NC=C1)CCCC=1C=C(C=CC1)O (3-[3-(1H-1,2,3-triazol-1-yl)propyl]phenol), [H-].[Na+] (sodium hydride), ClCC=1N=C(OC1)\C=C\C1=CC=C(C=C1)F (4-(chloromethyl)-2-[(E)-2-(4-fluorophenyl)ethenyl]-1,3-oxazole). The product is FC1=CC=C(C=C1)/C=C/C=1OC=C(N1)COC=1C=C(C=CC1)CCCN1N=NC=C1 (1-{3-[3-({2-[(E)-2-(4-fluorophenyl)ethenyl]-1,3-oxazol-4-yl}methoxy)phenyl]propyl}-1H-1,2,3-triazole). Yield: 88.4%. RXN SMILES: [N:1]1([CH2:6][CH2:7][CH2:8][C:9]2[CH:10]=[C:11]([OH:15])[CH:12]=[CH:13][CH:14]=2)[CH:5]=[CH:4][N:3]=[N:2]1.[H-].[Na+].Cl[CH2:19][C:20]1[N:21]=[C:22](/[CH:25]=[CH:26]/[C:27]2[CH:32]=[CH:31][C:30]([F:33])=[CH:29][CH:28]=2)[O:23][CH:24]=1>>[F:33][C:30]1[CH:31]=[CH:32][C:27](/[CH:26]=[CH:25]/[C:22]2[O:23][CH:24]=[C:20]([CH2:19][O:15][C:11]3[CH:10]=[C:9]([CH2:8][CH2:7][CH2:6][N:1]4[CH:5]=[CH:4][N:3]=[N:2]4)[CH:14]=[CH:13][CH:12]=3)[N:21]=2)=[CH:28][CH:29]=1 |f:1.2|. Procedure details: Using 3-[3-(1H-1,2,3-triazol-1-yl)propyl]phenol(208 mg), 65% oily sodium hydride (39 mg) and 4-(chloromethyl)-2-[(E)-2-(4-fluorophenyl)ethenyl]-1,3-oxazole (250 mg), the same reaction as Example 2 was carried out to yield the titled compound (366 mg).